From a dataset of the Open Reaction Database (ORD), a public repository of structured organic reaction records. describe an organic reaction: reactants, conditions, products, and yield Starting materials: S(O)(O)(=O)=O (sulfuric acid), C(CCCC)O (1-pentanol), aqueous solution, C1(CCCCC1)=NO (cyclohexanone oxime). Run in S(=O)(=O)(OCCCCCCCCCCCC)[O-].[Na+] (sodium dodecyl sulfate). Reaction conditions: temperature 25 celsius, time 2 hour. The product is C1(CCCCC1)=NO (cyclohexanone oxime), C1(CCCCC1)=O (cyclohexanone), C1(CCCCCN1)=O (caprolactam). RXN SMILES: S(=O)(=O)(O)[OH:2].[CH2:6]([OH:11])[CH2:7][CH2:8][CH2:9][CH3:10].[C:12]1(=[N:18][OH:19])[CH2:17][CH2:16][CH2:15][CH2:14][CH2:13]1>S([O-])(OCCCCCCCCCCCC)(=O)=O.[Na+]>[C:12]1(=[N:18][OH:19])[CH2:17][CH2:16][CH2:15][CH2:14][CH2:13]1.[C:6]1(=[O:11])[CH2:12][CH2:10][CH2:9][CH2:8][CH2:7]1.[C:12]1(=[O:2])[NH:18][CH2:13][CH2:14][CH2:15][CH2:16][CH2:17]1 |f:3.4|. Procedure: Take 200 ml of aqueous solution of 3.0N sulfuric acid in a round bottom flask. Dissolve in this solution 16 grams of sodium dodecyl sulfate (SDS) and 5.3 gm 1-pentanol by mild stirring. A microemulsion is thus formed. Keep the flask in a water bath maintained at temperature of 25° C. To this microemulsion, add 10.0 gm of cyclohexanone oxime and stir the mixture mildly for 2 hours. Remove the flask from the water bath and neutralize the solution using aqueous solution of ammonia. Filter the solut... The reactants are C1(=CC=CC=C1)[C@H](C)NC1=NC=CC(=N1)N1C=NC2=C1C=CC(=C2)I (2-[(S)-1-Phenylethylamino]-4-[5-iodobenzimidazol-1-yl]pyrimidine), C1(=CC=CC2=CC=CC=C12)B(O)O (1-naphthyl boronic acid), C([O-])([O-])=O.[K+].[K+] (potassium carbonate), O (water). The reagents and catalysts are C=1C=CC(=CC1)[P](C=2C=CC=CC2)(C=3C=CC=CC3)[Pd]([P](C=4C=CC=CC4)(C=5C=CC=CC5)C=6C=CC=CC6)([P](C=7C=CC=CC7)(C=8C=CC=CC8)C=9C=CC=CC9)[P](C=1C=CC=CC1)(C=1C=CC=CC1)C=1C=CC=CC1 (tetrakis(triphenylphosphine)palladium(0)). Solvent: C(CC)O (n-propanol). Conditions: time 15 hour. Yields the product C1(=CC=CC=C1)[C@H](C)NC1=NC=CC(=N1)N1C=NC2=C1C=CC(=C2)C2=CC=CC1=CC=CC=C21 (2-[(S)-1-Phenylethylamino]-4-[5-(1-naphthyl)-benzimidazol-1-yl]pyrimidine). As a reaction SMILES: [C:1]1([C@@H:7]([NH:9][C:10]2[N:15]=[C:14]([N:16]3[C:20]4[CH:21]=[CH:22][C:23](I)=[CH:24][C:19]=4[N:18]=[CH:17]3)[CH:13]=[CH:12][N:11]=2)[CH3:8])[CH:6]=[CH:5][CH:4]=[CH:3][CH:2]=1.[C:26]1(B(O)O)[C:35]2[C:30](=[CH:31][CH:32]=[CH:33][CH:34]=2)[CH:29]=[CH:28][CH:27]=1.C(=O)([O-])[O-].[K+].[K+].O>C(O)CC.C1C=CC([P]([Pd]([P](C2C=CC=CC=2)(C2C=CC=CC=2)C2C=CC=CC=2)([P](C2C=CC=CC=2)(C2C=CC=CC=2)C2C=CC=CC=2)[P](C2C=CC=CC=2)(C2C=CC=CC=2)C2C=CC=CC=2)(C2C=CC=CC=2)C2C=CC=CC=2)=CC=1>[C:1]1([C@@H:7]([NH:9][C:10]2[N:15]=[C:14]([N:16]3[C:20]4[CH:21]=[CH:22][C:23]([C:34]5[C:35]6[C:30](=[CH:29][CH:28]=[CH:27][CH:26]=6)[CH:31]=[CH:32][CH:33]=5)=[CH:24][C:19]=4[N:18]=[CH:17]3)[CH:13]=[CH:12][N:11]=2)[CH3:8])[CH:6]=[CH:5][CH:4]=[CH:3][CH:2]=1 |f:2.3.4,^1:53,55,74,93|. Reported procedure: 2-[(S)-1-Phenylethylamino]-4-[5-iodobenzimidazol-1-yl]pyrimidine (EXAMPLE 271) (50 mg), 1-naphthyl boronic acid (22 mg), potassium carbonate (31 mg), and tetrakis(triphenylphosphine)palladium(0) (5 mg) were dissolved in degassed n-propanol (2.6 mL) and water (0.4 mL) and stirred at 80° C. under argon atmosphere. for 15 hours. Upon cooling, the reaction mixture was filtered through Celite® (the ppt was washed with 10 mL of EtOAc) and evaporated. The residue was purified by preparative thin layer ... The reactants are NC1=C2N=CN(C2=NC(=N1)NCCC1=CC=CC=C1)CC1=CC=CC=C1 (6-Amino-9-benzyl-2-(N-benzylmethylamino)purine), BrBr (bromine), S(=S)(=O)([O-])[O-].[Na+].[Na+] (sodium thiosulfate). Run in C(Cl)Cl (methylene chloride). Reaction conditions: time 1 hour. Yields the product NC1=C2N=C(N(C2=NC(=N1)NCCC1=CC=CC=C1)CC1=CC=CC=C1)Br (6-Amino-9-benzyl-2-(N-benzylmethylamino)-8-bromopurine). The yield is 96.0%. RXN SMILES: [NH2:1][C:2]1[N:10]=[C:9]([NH:11][CH2:12][CH2:13][C:14]2[CH:19]=[CH:18][CH:17]=[CH:16][CH:15]=2)[N:8]=[C:7]2[C:3]=1[N:4]=[CH:5][N:6]2[CH2:20][C:21]1[CH:26]=[CH:25][CH:24]=[CH:23][CH:22]=1.[Br:27]Br.S([O-])([O-])(=O)=S.[Na+].[Na+]>C(Cl)Cl>[NH2:1][C:2]1[N:10]=[C:9]([NH:11][CH2:12][CH2:13][C:14]2[CH:19]=[CH:18][CH:17]=[CH:16][CH:15]=2)[N:8]=[C:7]2[C:3]=1[N:4]=[C:5]([Br:27])[N:6]2[CH2:20][C:21]1[CH:26]=[CH:25][CH:24]=[CH:23][CH:22]=1 |f:2.3.4|. Reported procedure: 6-Amino-9-benzyl-2-(N-benzylmethylamino)purine (77 mg, 0.22 mmol) and bromine (0.5 ml) were dissolved in 50 ml of methylene chloride and the solution was stirred at room temperature for 1 hour. Aqueous sodium thiosulfate was added to the reaction mixture. The organic layer was separated, dried on sodium sulfate and filtered. The solvent in the filtrate was evaporated in vacuo. The residue was purified with silica gel chromatography (1% methanol/chloroform) to give the subject compound (91 mg, yi... Reaction conditions: time 1 hour. The product is [Si](C)(C)(C(C)(C)C)OC(CN1N=CC2=CC(=CC=C12)OC1=C(CN)C=C(C=C1)F)(C)C (2-{1-[2-(tert-Butyldimethylsilanyloxy)-2-methylpropyl]-1H-indazol-5-yloxy}-5-fluorobenzylamine). The reactants are [Si](C)(C)(C(C)(C)C)OC(CN1N=CC2=CC(=CC=C12)OC1=C(C#N)C=C(C=C1)F)(C)C (2-{1-[2-(tert-butyldimethylsilanyloxy)-2-methyl-propyl]-1H-indazol-5-yloxy}-5-fluorobenzonitrile), [H-].[H-].[H-].[H-].[Li+].[Al+3] (LAH). Run in C1CCOC1 (THF). Procedure details: To a cooled (0° C.) solution of 2-{1-[2-(tert-butyldimethylsilanyloxy)-2-methyl-propyl]-1H-indazol-5-yloxy}-5-fluorobenzonitrile (0.071 g, 0.162 mmol) in THF (2 mL) was added LAH (0.32 mL of 1M in THF). The solution was warmed to room temperature and stirred for 1 hour. The reaction mixture was cooled to 0° C. and quenched with water (12 μL), 3N NaOH (12 μL) and water (36 μL). The salts were removed by filtration and the filtrate was concentrated under reduced pressure and used in the next react... As a reaction SMILES: [Si:1]([O:8][C:9]([CH3:31])([CH3:30])[CH2:10][N:11]1[C:19]2[C:14](=[CH:15][C:16]([O:20][C:21]3[CH:28]=[CH:27][C:26]([F:29])=[CH:25][C:22]=3[C:23]#[N:24])=[CH:17][CH:18]=2)[CH:13]=[N:12]1)([C:4]([CH3:7])([CH3:6])[CH3:5])([CH3:3])[CH3:2].[H-].[H-].[H-].[H-].[Li+].[Al+3]>C1COCC1>[Si:1]([O:8][C:9]([CH3:31])([CH3:30])[CH2:10][N:11]1[C:19]2[C:14](=[CH:15][C:16]([O:20][C:21]3[CH:28]=[CH:27][C:26]([F:29])=[CH:25][C:22]=3[CH2:23][NH2:24])=[CH:17][CH:18]=2)[CH:13]=[N:12]1)([C:4]([CH3:7])([CH3:5])[CH3:6])([CH3:3])[CH3:2] |f:1.2.3.4.5.6|. The reactants are NC1=C(C(=NC2=CC=CC(=C12)OC[C@H](C)N)C)C(=O)OCC ((S)-ethyl 4-amino-5-(2-aminopropoxy)-2-methylquinoline-3-carboxylate), OCCOC1=C(C=C(C(=O)O)C=C1)OC (4-(2-hydroxyethoxy)-3-methoxybenzoic acid). The product is NC1=C(C(=NC2=CC=CC(=C12)OC[C@H](C)NC(C1=CC(=C(C=C1)OCCO)OC)=O)C)C(=O)OCC ((S)-ethyl 4-amino-5-(2-(4-(2-hydroxyethoxy)-3-methoxybenzamido)propoxy)-2-methylquinoline-3-carboxylate). As a reaction SMILES: [NH2:1][C:2]1[C:11]2[C:6](=[CH:7][CH:8]=[CH:9][C:10]=2[O:12][CH2:13][C@@H:14]([NH2:16])[CH3:15])[N:5]=[C:4]([CH3:17])[C:3]=1[C:18]([O:20][CH2:21][CH3:22])=[O:19].[OH:23][CH2:24][CH2:25][O:26][C:27]1[CH:35]=[CH:34][C:30]([C:31](O)=[O:32])=[CH:29][C:28]=1[O:36][CH3:37]>>[NH2:1][C:2]1[C:11]2[C:6](=[CH:7][CH:8]=[CH:9][C:10]=2[O:12][CH2:13][C@@H:14]([NH:16][C:31](=[O:32])[C:30]2[CH:34]=[CH:35][C:27]([O:26][CH2:25][CH2:24][OH:23])=[C:28]([O:36][CH3:37])[CH:29]=2)[CH3:15])[N:5]=[C:4]([CH3:17])[C:3]=1[C:18]([O:20][CH2:21][CH3:22])=[O:19]. Procedure details: Prepared as in Example 24a from (S)-ethyl 4-amino-5-(2-aminopropoxy)-2-methyl-quinoline-3-carboxylate (Example 26b) and 4-(2-hydroxyethoxy)-3-methoxybenzoic acid (Uto, Y. et al. Bioorg. Med. Chem. Lett. 2009, 19, 4151.) as a brown solid. MS 498 (MH+).